The task is: describe an organic reaction: reactants, conditions, products, and yield. This data is from the Open Reaction Database (ORD), a public repository of structured organic reaction records. Reactants: residue, C[O-].[Na+] (sodium methylate), Cl (hydrochloric acid), Compound 71, C(C)OC(C(=CNNC1=NC=NC(=C1)N1CCOCC1)N1N=NC=C1)=O (3-[2-(6-morpholin-4-ylpyrimidin-4-yl)hydrazino]-2-(1H-1,2,3-triazol-1-yl)prop-2-enoic acid ethyl ester). The solvent is CO (methanol), C(C)O (ethanol). Conditions: temperature 10 celsius. The product is Cl.N1(CCOCC1)C1=CC(=NC=N1)N1NC=C(C1=O)N1N=NC=C1 (2-(6-Morpholin-4-ylpyrimidin-4-yl)-4-(1H-1,2,3-triazol-1-yl)-1,2-dihydro-3H-pyrazol-3-one hydrochloride). Reaction SMILES: C([O:3][C:4](=O)[C:5]([N:21]1[CH:25]=[CH:24][N:23]=[N:22]1)=[CH:6][NH:7][NH:8][C:9]1[CH:14]=[C:13]([N:15]2[CH2:20][CH2:19][O:18][CH2:17][CH2:16]2)[N:12]=[CH:11][N:10]=1)C.C[O-].[Na+].[ClH:30]>C(O)C.CO>[ClH:30].[N:15]1([C:13]2[N:12]=[CH:11][N:10]=[C:9]([N:8]3[C:4](=[O:3])[C:5]([N:21]4[CH:25]=[CH:24][N:23]=[N:22]4)=[CH:6][NH:7]3)[CH:14]=2)[CH2:20][CH2:19][O:18][CH2:17][CH2:16]1 |f:1.2,6.7|. Procedure details: Batch 2: A further amount of the title compound is obtained as follows: The residue (2.4 g) obtained from the mother liquor during the synthesis of Example Compound 71, which contains the open-ring intermediate state of the cyclization, 3-[2-(6-morpholin-4-ylpyrimidin-4-yl)hydrazino]-2-(1H-1,2,3-triazol-1-yl)prop-2-enoic acid ethyl ester, is dissolved in 12 ml ethanol and 1.5 ml 30% strength sodium methylate solution in methanol are added at RT, while stirring. The mixture is subsequently stirre... Starting materials: C(C)C=1C(=NN(C1C1=CC=C(C=C1)C1=CN=CS1)C=1C=CC(=NC1)S(=O)(=O)N)C(F)(F)F (5-[4-Ethyl-5-[4-(1,3-thiazol-5-yl)phenyl]-3-(trifluoromethyl)-1H-pyrazol-1-yl]-2-pyridinesulfonamide), BrC1=CC=C(C=C1)C1(C=C(NN1C=1C=CC(=NC1)S(=O)(=O)N)C(F)(F)F)CC (5-[5-(4-bromophenyl)-5-ethyl-3-(trifluoromethyl)-1H-pyrazol-1-yl]-2-pyridinesulfonamide). Yields the product FC=1C(=NN(C1C1=CC=C(C=C1)C1=CN=CS1)C=1C=CC(=NC1)S(=O)(=O)N)C(F)(F)F (5-{4-Fluoro-5-[4-(1,3-thiazol-5-yl)phenyl]-3-(trifluoromethyl)-1H-pyrazol-1-yl}-2-pyridinesulfonamide). RXN SMILES: C([C:3]1[C:4]([C:29]([F:32])([F:31])[F:30])=[N:5][N:6]([C:19]2[CH:20]=[CH:21][C:22]([S:25]([NH2:28])(=[O:27])=[O:26])=[N:23][CH:24]=2)[C:7]=1[C:8]1[CH:13]=[CH:12][C:11]([C:14]2[S:18][CH:17]=[N:16][CH:15]=2)=[CH:10][CH:9]=1)C.BrC1C=CC(C2(CC)N(C3C=CC(S(N)(=O)=O)=NC=3)NC(C(F)(F)[F:56])=C2)=CC=1>>[F:56][C:3]1[C:4]([C:29]([F:31])([F:30])[F:32])=[N:5][N:6]([C:19]2[CH:20]=[CH:21][C:22]([S:25]([NH2:28])(=[O:26])=[O:27])=[N:23][CH:24]=2)[C:7]=1[C:8]1[CH:9]=[CH:10][C:11]([C:14]2[S:18][CH:17]=[N:16][CH:15]=2)=[CH:12][CH:13]=1. Procedure: The title compound was prepared according to the procedure of step 1 in the Example 10 using 5-[4-fluoro-5-(4-bromophenyl)-3-(trifluoromethyl)-1H-pyrazol-1-yl]-2-pyridinesulfonamide (Example 8, step 1), instead of 5-[5-(4-bromophenyl)-5-ethyl-3-(trifluoromethyl)-1H-pyrazol-1-yl]-2-pyridinesulfonamide. Starting materials: OCC(CO)(CO)C1=CC(=NO1)NC(OC1=CC=CC=C1)=O (phenyl 5-(1,3-dihydroxy-2-(hydroxymethyl)propan-2-yl)isoxazol-3-ylcarbamate), N1(CCOCC1)CCOC1=CC2=C(N3C(S2)=NC(=C3)C3=CC=C(C=C3)N)C=C1 (7-(2-Morpholin-4-yl-ethoxy)-2-(4-aminophenyl)imidazo[2,1-b]benzothiazole). Reagents/catalysts: CN(C1=CC=NC=C1)C (4-(dimethylamino)pyridine). Solvent: C1CCOC1 (THF). Product: OCC(CO)(CO)C1=CC(=NO1)NC(=O)NC1=CC=C(C=C1)C=1N=C2SC3=C(N2C1)C=CC(=C3)OCCN3CCOCC3 (1-[5-(2-hydroxy-1,1-bis-hydroxymethyl-ethyl)-isoxazol-3-yl]-3-{4-[7-(2-morpholin-4-yl-ethoxy)-benzo[d]imidazo[2,1-b]thiazol-2-yl]-phenyl}-urea). Reaction SMILES: [OH:1][CH2:2][C:3]([C:8]1[O:12][N:11]=[C:10]([NH:13][C:14](=[O:22])OC2C=CC=CC=2)[CH:9]=1)([CH2:6][OH:7])[CH2:4][OH:5].[N:23]1([CH2:29][CH2:30][O:31][C:32]2[CH:50]=[CH:49][C:35]3[N:36]4[CH:41]=[C:40]([C:42]5[CH:47]=[CH:46][C:45]([NH2:48])=[CH:44][CH:43]=5)[N:39]=[C:37]4[S:38][C:34]=3[CH:33]=2)[CH2:28][CH2:27][O:26][CH2:25][CH2:24]1>CN(C)C1C=CN=CC=1.C1COCC1>[OH:7][CH2:6][C:3]([C:8]1[O:12][N:11]=[C:10]([NH:13][C:14]([NH:48][C:45]2[CH:44]=[CH:43][C:42]([C:40]3[N:39]=[C:37]4[N:36]([CH:41]=3)[C:35]3[CH:49]=[CH:50][C:32]([O:31][CH2:30][CH2:29][N:23]5[CH2:24][CH2:25][O:26][CH2:27][CH2:28]5)=[CH:33][C:34]=3[S:38]4)=[CH:47][CH:46]=2)=[O:22])[CH:9]=1)([CH2:2][OH:1])[CH2:4][OH:5]. Reported procedure: A mixture of phenyl 5-(1,3-dihydroxy-2-(hydroxymethyl)propan-2-yl)isoxazol-3-ylcarbamate (1 equivalent), 7-(2-morpholin-4-yl-ethoxy)-2-(4-aminophenyl)imidazo[2,1-b]benzothiazole (4) (1 equivalent) and 4-(dimethylamino)pyridine (0.05-0.5 equivalents) in anhydrous THF is stirred at a temperature between rt and 50° C. until the reaction is substantially complete as monitored by LCMS or TLC. The reaction mixture is concentrated under reduced pressure and the residue is purified by either preparative... Reactants: CCc1cnc(NCCc2csc(SC(C)(C)C(=O)OC(C)(C)C)n2)nc1, CC(C)(C)[O-], CN(C)C=O, ClCc1cnn(-c2ccccc2)c1, [K+], O. The product is CCc1cnc(N(CCc2csc(SC(C)(C)C(=O)OC(C)(C)C)n2)Cc2cnn(-c3ccccc3)c2)nc1. RXN SMILES: [C:1]([CH3:2])([CH3:3])([CH3:4])[O:5][C:6]([C:7]([CH3:8])([CH3:9])[S:10][c:11]1[s:12][cH:13][c:14]([CH2:16][CH2:17][NH:18][c:19]2[n:20][cH:21][c:22]([CH2:25][CH3:26])[cH:23][n:24]2)[n:15]1)=[O:27].[CH3:41][C:42]([CH3:43])([O-:44])[CH3:45].[CH3:48][N:49]([CH3:50])[CH:51]=[O:52].[Cl:28][CH2:29][c:30]1[cH:31][n:32][n:33](-[c:35]2[cH:36][cH:37][cH:38][cH:39][cH:40]2)[cH:34]1.[K+:46].[OH2:47]>>[C:1]([CH3:2])([CH3:3])([CH3:4])[O:5][C:6]([C:7]([CH3:8])([CH3:9])[S:10][c:11]1[s:12][cH:13][c:14]([CH2:16][CH2:17][N:18]([c:19]2[n:20][cH:21][c:22]([CH2:25][CH3:26])[cH:23][n:24]2)[CH2:29][c:30]2[cH:31][n:32][n:33](-[c:35]3[cH:36][cH:37][cH:38][cH:39][cH:40]3)[cH:34]2)[n:15]1)=[O:27]. Starting materials: O=[N+]([O-])c1ccccc1Br, CN1CCC(=O)CC1, CCCCCC, Cl, C1CCOC1. As a reaction SMILES: [Br:1][c:2]1[c:3]([N+:8](=[O:9])[O-:10])[cH:4][cH:5][cH:6][cH:7]1.[CH3:11][N:12]1[CH2:13][CH2:14][C:15](=[O:18])[CH2:16][CH2:17]1.[CH3:25][CH2:26][CH2:27][CH2:28][CH2:29][CH3:30].[ClH:19].[O:20]1[CH2:21][CH2:22][CH2:23][CH2:24]1>>[c:2]1([C:15]2([OH:18])[CH2:14][CH2:13][N:12]([CH3:11])[CH2:17][CH2:16]2)[c:3]([N+:8](=[O:9])[O-:10])[cH:4][cH:5][cH:6][cH:7]1. The product is CN1CCC(O)(c2ccccc2[N+](=O)[O-])CC1. Starting materials: Cl.C(C1=CC=CC=C1)N(CC(=O)O)C1CCC2=CC(=C(C=C12)OC)OC (N-Benzyl-N-(5,6-dimethoxy-1-indanyl)glycine hydrochloride). Reagents/catalysts: [C].[Pd] (palladium-carbon). Run in C(C)O (ethanol). Product: COC=1C=C2CCC(C2=CC1OC)NCC(=O)O (N-(5,6-dimethoxy-1-indanyl)glycine). Isolated yield 85.9%. Reaction SMILES: Cl.C([N:9]([CH:14]1[C:22]2[C:17](=[CH:18][C:19]([O:25][CH3:26])=[C:20]([O:23][CH3:24])[CH:21]=2)[CH2:16][CH2:15]1)[CH2:10][C:11]([OH:13])=[O:12])C1C=CC=CC=1>C(O)C.[C].[Pd]>[CH3:26][O:25][C:19]1[CH:18]=[C:17]2[C:22](=[CH:21][C:20]=1[O:23][CH3:24])[CH:14]([NH:9][CH2:10][C:11]([OH:13])=[O:12])[CH2:15][CH2:16]2 |f:0.1,3.4|. Reported procedure: N-Benzyl-N-(5,6-dimethoxy-1-indanyl)glycine hydrochloride (14 g) is dissolved in 300 ml of ethanol, 3.0 g of 5% palladium-carbon is added and catalytic reduction is carried out at ordinary temperature and pressure. After absorption of the calculated amount of hydrogen, the catalyst is filtered off, and the ethanol is distilled off under reduced pressure. The residue is dissolved in 10 ml of water and adjusted to pH 7.0 with aqueous ammonia. The crystalline precipitates are collected by filtratio... Procedure: THF in a volume of 100 ml was added to 100 ml (200 mmol) of a 2M THF solution of sodium cyclopentadienide. The mixture was cooled to −78° C., and 100 ml of THF was added thereto. Further, 21.3 g (100 mmol) of dibutyldichlorosilane was gradually added dropwise. The mixture was stirred at room temperature for 24 hours and was concentrated under reduced pressure, and unreacted materials were distilled away. The residue was used in the next step without further purification. Reaction SMILES: [CH-:1]1[CH:5]=[CH:4][CH:3]=[CH:2]1.[Na+].[CH2:7]([Si:11]([CH2:14][CH2:15][CH2:16][CH3:17])(Cl)[Cl:12])[CH2:8][CH2:9][CH3:10]>C1COCC1>[CH2:7]([Si:11]([CH2:14][CH2:15][CH2:16][CH3:17])([Cl:12])[CH:1]1[CH:5]=[CH:4][CH:3]=[CH:2]1)[CH2:8][CH2:9][CH3:10] |f:0.1|. Run in C1CCOC1 (THF), C1CCOC1 (THF), C1CCOC1 (THF). Yields the product C(CCC)[Si](C1C=CC=C1)(Cl)CCCC (dibutylchloro(cyclopentadienyl)silane). Starting materials: C(CCC)[Si](Cl)(Cl)CCCC (dibutyldichlorosilane), [CH-]1C=CC=C1.[Na+] (sodium cyclopentadienide). Conditions: temperature -78 celsius, time 24 hour.